From a dataset of the Open Reaction Database (ORD), a public repository of structured organic reaction records. describe an organic reaction: reactants, conditions, products, and yield The reactants are OC1=CC=2CC[C@H]3[C@@H]4C[C@H](C([C@@]4(C)CC[C@@H]3C2C=C1)=O)O (3,16α-dihydroxy-1,3,5(10)-estratrien-17-one). Reagents/catalysts: CN(C1=CC=NC=C1)C (4-dimethylaminopyridine). The solvent is C(C)OCC (diethyl ether), N1=CC=CC=C1 (pyridine), C(CCC)(=O)OC(CCC)=O (butyric anhydride). The product is C(CCC)(=O)OC1=CC=2CC[C@H]3[C@@H]4C[C@H](C([C@@]4(C)CC[C@@H]3C2C=C1)=O)OC(CCC)=O (3,16α-dibutyryloxy-1,3,5(10)-estratrien-17-one). Yield: 80.6%. As a reaction SMILES: [OH:1][C:2]1[CH:19]=[CH:18][C:17]2[C@@H:16]3[C@H:7]([C@H:8]4[C@@:12]([CH2:14][CH2:15]3)([CH3:13])[C:11](=[O:20])[C@H:10]([OH:21])[CH2:9]4)[CH2:6][CH2:5][C:4]=2[CH:3]=1>N1C=CC=CC=1.C(OC(=O)CCC)(=O)CCC.CN(C)C1C=CN=CC=1.C(OCC)C>[C:2]([O:1][C:2]1[CH:19]=[CH:18][C:17]2[C@@H:16]3[C@H:7]([C@H:8]4[C@@:12]([CH2:14][CH2:15]3)([CH3:13])[C:11](=[O:20])[C@H:10]([O:21][C:11](=[O:20])[CH2:10][CH2:9][CH3:8])[CH2:9]4)[CH2:6][CH2:5][C:4]=2[CH:3]=1)(=[O:1])[CH2:3][CH2:4][CH3:17]. Reported procedure: A solution of 2.0 g of 3,16α-dihydroxy-1,3,5(10)-estratrien-17-one in 10 ml of pyridine and 5 ml of butyric anhydride is allowed to stand at room temperature for 15 hours with the addition of 100 mg of 4-dimethylaminopyridine. The reaction mixture is diluted with diethyl ether, washed with water, dried over sodium sulfate, and evaporated. The residue is chromatographed on silica gel with a pentane-diethyl ether gradient (0-30% diethyl ether), yielding 1.2 g of 3,16α-dibutyryloxy-1,3,5(10)-estrat...